Dataset: the Open Reaction Database (ORD), a public repository of structured organic reaction records. Task: describe an organic reaction: reactants, conditions, products, and yield Starting materials: N([C@@H](CC(OCC1=CC=CC=C1)=O)C(=O)N[C@@H](COCC1=CC=CC=C1)C(=O)OCC1=CC=CC=C1)C(=O)OC(C)(C)C (Boc-Asp(OBzl)-Ser(Bzl)-OBzl), Cl.O1CCOCC1 (HCl dioxane). Solvent: O1CCOCC1 (dioxane). Conditions: time 1 hour. Product: N[C@@H](CC(OCC1=CC=CC=C1)=O)C(=O)N[C@@H](COCC1=CC=CC=C1)C(=O)OCC1=CC=CC=C1.Cl (Asp(OBzl)-Ser(Bzl)-OBzl hydrochloride). As a reaction SMILES: [NH:1](C(OC(C)(C)C)=O)[C@H:2]([C:14]([NH:16][C@H:17]([C:27]([O:29][CH2:30][C:31]1[CH:36]=[CH:35][CH:34]=[CH:33][CH:32]=1)=[O:28])[CH2:18][O:19][CH2:20][C:21]1[CH:26]=[CH:25][CH:24]=[CH:23][CH:22]=1)=[O:15])[CH2:3][C:4](=[O:13])[O:5][CH2:6][C:7]1[CH:12]=[CH:11][CH:10]=[CH:9][CH:8]=1.[ClH:44].O1CCOCC1>O1CCOCC1>[NH2:1][C@H:2]([C:14]([NH:16][C@H:17]([C:27]([O:29][CH2:30][C:31]1[CH:32]=[CH:33][CH:34]=[CH:35][CH:36]=1)=[O:28])[CH2:18][O:19][CH2:20][C:21]1[CH:22]=[CH:23][CH:24]=[CH:25][CH:26]=1)=[O:15])[CH2:3][C:4](=[O:13])[O:5][CH2:6][C:7]1[CH:8]=[CH:9][CH:10]=[CH:11][CH:12]=1.[ClH:44] |f:1.2,4.5|. Procedure: Boc-Asp(OBzl)-Ser(Bzl)-OBzl (42.1 g) was dissolved in dioxane (100 ml), added with a solution of 4M-HCl/dioxane (150 ml) and stirred for 1 hour at room temperature. The reaction mixture was evaporated under reduced pressure and the residue was crystallized from ether to give Asp(OBzl)-Ser(Bzl)-OBzl hydrochloride (33.7 g).